Dataset: the Open Reaction Database (ORD), a public repository of structured organic reaction records. Task: describe an organic reaction: reactants, conditions, products, and yield Procedure details: To a suspension of (3R)-3-ethyl-3,4-dihydro-8-isopropoxy-10-(trifluoromethyl)-2H-[1,4]oxazino[2,3-f]quinoline (0.250 g, 0.734 mmol) and K2CO3 (0.507 g, 3.67 mmol) in 3 mL DMF was added allyl bromide (0.636 mL, 7.34 mmol) and the reaction mixture was heated to 50° C. for 4 h. The reaction mixture was poured into 40 mL water and extracted with EtOAc (2×30 mL). The extracts were washed with 40 mL each water and brine, dried over MgSO4, filtered and concentrated to a yellow oil. Column chromatograph... Reaction SMILES: [CH2:1]([C@@H:3]1[CH2:24][O:23][C:6]2=[C:7]3[C:12](=[CH:13][CH:14]=[C:5]2[NH:4]1)[N:11]=[C:10]([O:15][CH:16]([CH3:18])[CH3:17])[CH:9]=[C:8]3[C:19]([F:22])([F:21])[F:20])[CH3:2].C([O-])([O-])=O.[K+].[K+].[CH2:31](Br)[CH:32]=[CH2:33].O>CN(C=O)C.CCCCCC.CCOC(C)=O>[CH2:33]([N:4]1[C:5]2[C:6](=[C:7]3[C:12](=[CH:13][CH:14]=2)[N:11]=[C:10]([O:15][CH:16]([CH3:18])[CH3:17])[CH:9]=[C:8]3[C:19]([F:21])([F:22])[F:20])[O:23][CH2:24][C@H:3]1[CH2:1][CH3:2])[CH:32]=[CH2:31] |f:1.2.3|. Isolated yield 86.0%. Run in CCCCCC (hexane), CCOC(=O)C (EtOAc), CN(C)C=O (DMF). The product is C(C=C)N1[C@@H](COC2=C3C(=CC(=NC3=CC=C21)OC(C)C)C(F)(F)F)CC ((3R)-4-allyl-3-ethyl-3,4-dihydro-8-isopropoxy-10-(trifluoromethyl)-2H-[1,4]oxazino[2,3-f]quinoline). Starting materials: O (water), C(C)[C@H]1NC=2C(=C3C(=CC(=NC3=CC2)OC(C)C)C(F)(F)F)OC1 ((3R)-3-ethyl-3,4-dihydro-8-isopropoxy-10-(trifluoromethyl)-2H-[1,4]oxazino[2,3-f]quinoline), C(=O)([O-])[O-].[K+].[K+] (K2CO3), C(C=C)Br (allyl bromide). Run at temperature 50 celsius. Starting materials: CC1=NC(=CC=C1CO)C ((2,6-dimethylpyridin-3-yl)methanol), C(CCC)P(CCCC)CCCC (tri-n-butylphosphine), C1CCN(CC1)C(=O)N=NC(=O)N2CCCCC2 (ADDP), C1CCN(CC1)C(=O)N=NC(=O)N2CCCCC2 (ADDP), C(CCC)P(CCCC)CCCC (tri-n-butylphosphine), COC(CC1=CSC2=C1C(=CC(=C2)O)C(F)F)=O (methyl(4-(difluoromethyl)-6-hydroxy-1-benzothiophen-3-yl)acetate). The solvent is C1CCOC1 (THF). Reaction conditions: time 2 hour. Product: FC(C1=CC(=CC2=C1C(=CS2)CC(=O)O)OCC=2C(=NC(=CC2)C)C)F ((4-(Difluoromethyl)-6-((2,6-dimethylpyridin-3-yl)methoxy)-1-benzothiophen-3-yl)acetic acid). The yield is 26.9%. As a reaction SMILES: C[O:2][C:3](=[O:18])[CH2:4][C:5]1[C:9]2[C:10]([CH:15]([F:17])[F:16])=[CH:11][C:12]([OH:14])=[CH:13][C:8]=2[S:7][CH:6]=1.[CH3:19][C:20]1[C:25]([CH2:26]O)=[CH:24][CH:23]=[C:22]([CH3:28])[N:21]=1.C(P(CCCC)CCCC)CCC.C1CCN(C(N=NC(N2CCCCC2)=O)=O)CC1>C1COCC1>[F:16][CH:15]([F:17])[C:10]1[C:9]2[C:5]([CH2:4][C:3]([OH:2])=[O:18])=[CH:6][S:7][C:8]=2[CH:13]=[C:12]([O:14][CH2:26][C:25]2[C:20]([CH3:19])=[N:21][C:22]([CH3:28])=[CH:23][CH:24]=2)[CH:11]=1. Procedure details: To a mixture of methyl(4-(difluoromethyl)-6-hydroxy-1-benzothiophen-3-yl)acetate (78 mg) and THF (dry) (2 mL) were added (2,6-dimethylpyridin-3-yl)methanol (43.2 mg), tri-n-butylphosphine (0.212 mL) and ADDP (94 mg) at room temperature. The mixture was stirred at room temperature for 2 h. To the mixture were added ADDP (94 mg) and tri-n-butylphosphine (0.212 mL), and the mixture was stirred at room temperature for 30 min. The insoluble material was removed by filtration, and the filtrate was con...